This data is from the Open Reaction Database (ORD), a public repository of structured organic reaction records. The task is: describe an organic reaction: reactants, conditions, products, and yield The reactants are BrN1C(CCC1=O)=O (N-bromosuccinimide), [OH-].[K+] (potassium hydroxide), C(C)O (ethanol), C(C1=CC=CC=C1)OC1=C(C(=C(C=C1)CCC(=O)N)OC)OC (3-(4-benzyloxy-2-methoxy-methoxyphenyl)propionamide), 1,8-diazabicyclo-[5.4.0]-7-undecene, BrN1C(CCC1=O)=O (N-bromosuccinimide). Run in CO (methanol). Run at temperature 65 celsius, time 15 minute. Yields the product C(C1=CC=CC=C1)OC1=CC(=C(C=C1)CCN)OCOC (2-(4-benzyloxy-2-methoxymethoxy-phenyl)ethylamine). As a reaction SMILES: [CH2:1]([O:8][C:9]1[CH:14]=[CH:13][C:12]([CH2:15][CH2:16]C(N)=O)=[C:11]([O:20][CH3:21])[C:10]=1OC)[C:2]1[CH:7]=[CH:6][CH:5]=[CH:4][CH:3]=1.Br[N:25]1C(=O)CCC1=O.[OH-].[K+].[CH2:34]([OH:36])C>CO>[CH2:1]([O:8][C:9]1[CH:14]=[CH:13][C:12]([CH2:15][CH2:16][NH2:25])=[C:11]([O:20][CH2:21][O:36][CH3:34])[CH:10]=1)[C:2]1[CH:3]=[CH:4][CH:5]=[CH:6][CH:7]=1 |f:2.3|. Procedure: To a solution of 28.42 g of 3-(4-benzyloxy-2-methoxy-methoxyphenyl)propionamide and 40.4 mL of 1,8-diazabicyclo-[5.4.0]-7-undecene in 895 mL of methanol was added 16.04 g of N-bromosuccinimide at 65° C. After the mixture was stirred at 65° C. for 15 minutes, to the reaction mixture was added additional 16.04 g of N-bromosuccinimide at 65° C. After being stirred at 65° C. for 15 minutes, the resulted mixture was concentrated under reduced pressure to remove the solvent. To the residue were added ... The reactants are CC1CN(C(=O)OC(C)(C)C)CC(C)N1C#N, C1CCOC1, Cl, C1COCCO1. The product is Cl, CC1CNCC(C)N1C#N. RXN SMILES: [C:1]([O:2][C:3](=[O:4])[N:8]1[CH2:9][CH:10]([CH3:17])[N:11]([C:15]#[N:16])[CH:12]([CH3:14])[CH2:13]1)([CH3:5])([CH3:6])[CH3:7].[CH2:25]1[O:26][CH2:27][CH2:28][CH2:29]1.[ClH:18].[O:19]1[CH2:20][CH2:21][O:22][CH2:23][CH2:24]1>>[ClH:18].[NH:8]1[CH2:9][CH:10]([CH3:17])[N:11]([C:15]#[N:16])[CH:12]([CH3:14])[CH2:13]1. Reactants: CC(C)(C)OC(=O)N1Cc2cnc(C#N)nc2C1, ClCCl, O=C(O)C(F)(F)F. Yields the product N#Cc1ncc2c(n1)CNC2. RXN SMILES: [C:1](#[N:2])[c:3]1[n:4][cH:5][c:6]2[c:7]([n:8]1)[CH2:9][N:10]([C:12]([O:13][C:14]([CH3:15])([CH3:16])[CH3:17])=[O:18])[CH2:11]2.[Cl:26][CH2:27][Cl:28].[OH:19][C:20]([C:21]([F:22])([F:23])[F:24])=[O:25]>>[C:1](#[N:2])[c:3]1[n:4][cH:5][c:6]2[c:7]([n:8]1)[CH2:9][NH:10][CH2:11]2. Reactants: BrC=1SC2=C(N1)C=C(C(=C2C2=CC=C(C=C2)Cl)[C@@H](C(=O)OC)OC(C)(C)C)C ((S)-methyl 2-(2-bromo-7-(4-chlorophenyl)-5-methylbenzo[d]thiazol-6-yl)-2-tert-butoxyacetate), [Cl-].[Li+] (lithium chloride), CN1N=CC2=CC(=CC=C12)C1=NC=CC(=N1)[Sn](CCCC)(CCCC)CCCC (1-methyl-5-(4-(tributylstannyl)pyrimidin-2-yl)-1H-indazole). The reagents and catalysts are C=1C=CC(=CC1)[P](C=2C=CC=CC2)(C=3C=CC=CC3)[Pd]([P](C=4C=CC=CC4)(C=5C=CC=CC5)C=6C=CC=CC6)([P](C=7C=CC=CC7)(C=8C=CC=CC8)C=9C=CC=CC9)[P](C=1C=CC=CC1)(C=1C=CC=CC1)C=1C=CC=CC1 (Pd(PPh3)4), [Cu]I (copper(I) iodide). Solvent: O1CCOCC1 (1,4-dioxane). Conditions: temperature 100 celsius. The product is C(C)(C)(C)O[C@H](C(=O)OC)C1=C(C2=C(N=C(S2)C2=NC(=NC=C2)C=2C=C3C=NN(C3=CC2)C)C=C1C)C1=CC=C(C=C1)Cl ((S)-methyl 2-tert-butoxy-2-(7-(4-chlorophenyl)-5-methyl-2-(2-(1-methyl-1H-indazol-5-yl)pyrimidin-4-yl)benzo[d]thiazol-6-yl)acetate). As a reaction SMILES: Br[C:2]1[S:3][C:4]2[C:10]([C:11]3[CH:16]=[CH:15][C:14]([Cl:17])=[CH:13][CH:12]=3)=[C:9]([C@H:18]([O:23][C:24]([CH3:27])([CH3:26])[CH3:25])[C:19]([O:21][CH3:22])=[O:20])[C:8]([CH3:28])=[CH:7][C:5]=2[N:6]=1.[Cl-].[Li+].[CH3:31][N:32]1[C:40]2[C:35](=[CH:36][C:37]([C:41]3[N:46]=[C:45]([Sn](CCCC)(CCCC)CCCC)[CH:44]=[CH:43][N:42]=3)=[CH:38][CH:39]=2)[CH:34]=[N:33]1>O1CCOCC1.C1C=CC([P]([Pd]([P](C2C=CC=CC=2)(C2C=CC=CC=2)C2C=CC=CC=2)([P](C2C=CC=CC=2)(C2C=CC=CC=2)C2C=CC=CC=2)[P](C2C=CC=CC=2)(C2C=CC=CC=2)C2C=CC=CC=2)(C2C=CC=CC=2)C2C=CC=CC=2)=CC=1.[Cu]I>[C:24]([O:23][C@@H:18]([C:9]1[C:8]([CH3:28])=[CH:7][C:5]2[N:6]=[C:2]([C:43]3[CH:44]=[CH:45][N:46]=[C:41]([C:37]4[CH:36]=[C:35]5[C:40](=[CH:39][CH:38]=4)[N:32]([CH3:31])[N:33]=[CH:34]5)[N:42]=3)[S:3][C:4]=2[C:10]=1[C:11]1[CH:16]=[CH:15][C:14]([Cl:17])=[CH:13][CH:12]=1)[C:19]([O:21][CH3:22])=[O:20])([CH3:27])([CH3:26])[CH3:25] |f:1.2,^1:69,71,90,109|. Reported procedure: (S)-methyl 2-(2-bromo-7-(4-chlorophenyl)-5-methylbenzo[d]thiazol-6-yl)-2-tert-butoxyacetate (17.4 mg, 0.036 mmol), Pd(PPh3)4 (2.1 mg, 0.002 mmol), lithium chloride (2.3 mg, 0.054 mmol), and copper(I) iodide (1.0 mg, 0.005 mmol) were taken in a microwave vial and the vial was vacuum pumped and flushed with argon three times. To this mixture was added 1-methyl-5-(4-(tributylstannyl)pyrimidin-2-yl)-1H-indazole (9.0 mg, 0.018 mmol) in degassed 1,4-dioxane (0.5 mL). The reaction mixture was heated at... Starting materials: COC(=O)CCC(=O)Cl, CCCOCC1CNC(c2ccc(Cl)cc2)O1, [Na+], [OH-], c1ccccc1. Yields the product CCCOCC1CN(C(=O)CCC(=O)OC)C(c2ccc(Cl)cc2)O1. As a reaction SMILES: [C:18](=[O:19])([O:20][CH3:21])[CH2:22][CH2:23][C:24](=[O:25])[Cl:26].[Cl:1][c:2]1[cH:3][cH:4][c:5]([CH:8]2[O:9][CH:10]([CH2:13][O:14][CH2:15][CH2:16][CH3:17])[CH2:11][NH:12]2)[cH:6][cH:7]1.[Na+:28].[OH-:27].[cH:29]1[cH:30][cH:31][cH:32][cH:33][cH:34]1>>[Cl:1][c:2]1[cH:3][cH:4][c:5]([CH:8]2[O:9][CH:10]([CH2:13][O:14][CH2:15][CH2:16][CH3:17])[CH2:11][N:12]2[C:24]([CH2:23][CH2:22][C:18](=[O:19])[O:20][CH3:21])=[O:25])[cH:6][cH:7]1. The reactants are C(#N)CC(=O)C1=CC=CC=C1 (α-cyanoacetophenone), BrCCBr (1,2-dibromoethane), C1COCCOCCOCCOCCOCCO1 (18-crown-6), [F-].[K+] (potassium fluoride). Run in ClCCl (dichloromethane). The product is C(C1=CC=CC=C1)(=O)C1(CC1)C#N (1-benzoyl-1-cyanocyclopropane). Isolated yield 20.9%. As a reaction SMILES: [C:1]([CH2:3][C:4]([C:6]1[CH:11]=[CH:10][CH:9]=[CH:8][CH:7]=1)=[O:5])#[N:2].Br[CH2:13][CH2:14]Br.C1OCCOCCOCCOCCOCCOC1.[F-].[K+]>ClCCl>[C:4]([C:3]1([C:1]#[N:2])[CH2:14][CH2:13]1)(=[O:5])[C:6]1[CH:11]=[CH:10][CH:9]=[CH:8][CH:7]=1 |f:3.4|. Reported procedure: 1 g (7 mmol) of α-cyanoacetophenone, 8 g (43 mmol) of 1,2-dibromoethane, 0.1 g (0.4 mmol) of 18-crown-6 and 4 g (69 mmol) of potassium fluoride are heated under reflux for 18 h as a heterogeneous system in 10 ml of dichloromethane. After cooling, the mixture is filtered, the organic phase is washed with H2O and the solvent is evaporated in vacuo after drying over Na2SO4. The residue is chromatographed on a silica gel using CH2Cl2. 0.25 g (20% of theory) of 1-benzoyl-1-cyanocyclopropane are obtai...